From a dataset of the Open Reaction Database (ORD), a public repository of structured organic reaction records. describe an organic reaction: reactants, conditions, products, and yield Starting materials: C1CCNCC1, COc1ccc(-c2cccc3c2CC(=O)N3)cc1, CCO, Cc1cc(C(=O)NCCN2CCCC2)c(C=O)[nH]1. The product is COc1ccc(-c2cccc3c2C(=Cc2[nH]c(C)cc2C(=O)NCCN2CCCC2)C(=O)N3)cc1. As a reaction SMILES: [CH2:37]1[CH2:38][CH2:39][NH:40][CH2:41][CH2:42]1.[CH3:1][O:2][c:3]1[cH:4][cH:5][c:6](-[c:9]2[c:10]3[c:14]([cH:15][cH:16][cH:17]2)[NH:13][C:12](=[O:18])[CH2:11]3)[cH:7][cH:8]1.[CH3:43][CH2:44][OH:45].[N:19]1([CH2:24][CH2:25][NH:26][C:27](=[O:28])[c:29]2[c:30]([CH:35]=[O:36])[nH:31][c:32]([CH3:34])[cH:33]2)[CH2:20][CH2:21][CH2:22][CH2:23]1>>[CH3:1][O:2][c:3]1[cH:4][cH:5][c:6](-[c:9]2[c:10]3[c:14]([cH:15][cH:16][cH:17]2)[NH:13][C:12](=[O:18])[C:11]3=[CH:35][c:30]2[c:29]([C:27]([NH:26][CH2:25][CH2:24][N:19]3[CH2:20][CH2:21][CH2:22][CH2:23]3)=[O:28])[cH:33][c:32]([CH3:34])[nH:31]2)[cH:7][cH:8]1. The reactants are Cl.ClC1=CC=C(C=C1)C(C(C(C)=O)CC1N2CCC(C1=O)CC2)=O (1-(4-chlorophenyl)-2-[(3-oxo-1-azabicyclo[2.2.2]oct-2-yl)methyl]-1,3-butanedione hydrochloride). The solvent is Cl (hydrochloric acid). Product: Cl.ClC1=CC=C(C=C1)C(CCC1N2CCC(C1=O)CC2)=O (2-[3-(4-Chlorophenyl)-3-oxopropyl]-1-azabicyclo[2.2.2]octan-3-one hydrochloride). Reaction SMILES: Cl.[Cl:2][C:3]1[CH:8]=[CH:7][C:6]([C:9](=[O:24])[CH:10]([CH2:14][CH:15]2[C:20](=[O:21])[CH:19]3[CH2:22][CH2:23][N:16]2[CH2:17][CH2:18]3)C(=O)C)=[CH:5][CH:4]=1>Cl>[ClH:2].[Cl:2][C:3]1[CH:4]=[CH:5][C:6]([C:9](=[O:24])[CH2:10][CH2:14][CH:15]2[C:20](=[O:21])[CH:19]3[CH2:22][CH2:23][N:16]2[CH2:17][CH2:18]3)=[CH:7][CH:8]=1 |f:0.1,3.4|. Reported procedure: Reflux 105.28 g (0.28 mole) 1-(4-chlorophenyl)-2-[(3-oxo-1-azabicyclo[2.2.2]oct-2-yl)methyl]-1,3-butanedione hydrochloride in 500 ml concentrated hydrochloric acid for 5 hours. Stir with mechanical stirrer. Chill the reaction mixture in an ice bath and collect the title compound via filtration. Reactants: O=C(O)C1(C2CCCCC2)CCCC1, NC1CCN(CCc2ccccc2)C1. Product: O=C(NC1CCN(CCc2ccccc2)C1)C1(C2CCCCC2)CCCC1. As a reaction SMILES: [CH:1]1([C:7]2([C:12](=[O:13])[OH:14])[CH2:8][CH2:9][CH2:10][CH2:11]2)[CH2:2][CH2:3][CH2:4][CH2:5][CH2:6]1.[NH2:15][CH:16]1[CH2:17][N:18]([CH2:21][CH2:22][c:23]2[cH:24][cH:25][cH:26][cH:27][cH:28]2)[CH2:19][CH2:20]1>>[CH:1]1([C:7]2([C:12](=[O:14])[NH:15][CH:16]3[CH2:17][N:18]([CH2:21][CH2:22][c:23]4[cH:24][cH:25][cH:26][cH:27][cH:28]4)[CH2:19][CH2:20]3)[CH2:8][CH2:9][CH2:10][CH2:11]2)[CH2:2][CH2:3][CH2:4][CH2:5][CH2:6]1. Yield: 77.0%. The reactants are N(=O)OC(C)(C)C (tert-butyl nitrite), NC=1SC2=C(N1)C=CC(=C2)[N+](=O)[O-] (2-amino-6-nitrobenzthiazole), Cl (HCl). Conditions: temperature 65 celsius, time 30 minute. Product: ClC=1SC2=C(N1)C=CC(=C2)[N+](=O)[O-] (2-chloro-6-nitrobenzthiazole). The solvent is C(C)#N (acetonitrile), C(Cl)Cl (CH2Cl2). Reported procedure: Combine tert-butyl nitrite, (35 mL, 292 mmol, technical 90%) and copper (II) chloride (31.7 g, 236 mmol) in acetonitrile (400 mL) and warm to 65° C. under nitrogen for 1 hour. Slowly add 2-amino-6-nitrobenzthiazole (41.7 g, 214 mmol) over 15 min. Continue to stir at 65° C. for 30 min. Cool to room temperature, dilute with CH2Cl2, and add 0.1 N HCl to precipitate the product. Filter and dry in a vacuum oven overnight to afford 2-chloro-6-nitrobenzthiazole (35.1 g, 77%). 1H NMR (400 MHz, DMSO-d6):... RXN SMILES: N(OC(C)(C)C)=O.N[C:9]1[S:10][C:11]2[CH:17]=[C:16]([N+:18]([O-:20])=[O:19])[CH:15]=[CH:14][C:12]=2[N:13]=1.[ClH:21]>C(#N)C.C(Cl)Cl.[Cu](Cl)Cl>[Cl:21][C:9]1[S:10][C:11]2[CH:17]=[C:16]([N+:18]([O-:20])=[O:19])[CH:15]=[CH:14][C:12]=2[N:13]=1. Reagents/catalysts: [Cu](Cl)Cl (copper (II) chloride). Reactants: NC=1C=C2C=C(C=C(C2=CC1)S(=O)(=O)O)S(=O)(=O)O (6-amino-1,3-naphthalenedisulfonic acid), C(C)(=O)[O-].[Na+] (sodium acetate), [N+](=O)([O-])C=1C=C(C=C(C1)C(=O)Cl)C(=O)Cl (5-nitro-1,3-benzenedicarbonyl dichloride). Solvent: O (water). Reaction conditions: time 1 hour. Yields the product [Na+].[Na+].[Na+].[Na+].[N+](=O)([O-])C=1C=C(C=C(C1)C(=O)NC=1C=C2C=C(C=C(C2=CC1)S(=O)(=O)[O-])S(=O)(=O)[O-])C(=O)NC=1C=C2C=C(C=C(C2=CC1)S(=O)(=O)[O-])S(=O)(=O)[O-] (6,6'-[5-nitro-1,3-phenylenebis(carbonylimino)]bis[1,3-naphthalenedisulfonic acid] tetrasodium salt). Reaction SMILES: [NH2:1][C:2]1[CH:3]=[C:4]2[C:9](=[CH:10][CH:11]=1)[C:8]([S:12]([OH:15])(=[O:14])=[O:13])=[CH:7][C:6]([S:16]([OH:19])(=[O:18])=[O:17])=[CH:5]2.[C:20]([O-])(=O)[CH3:21].[Na+:24].[N+:25]([C:28]1[CH:29]=[C:30]([C:37](Cl)=[O:38])[CH:31]=[C:32]([C:34](Cl)=[O:35])[CH:33]=1)([O-:27])=[O:26]>O>[Na+:24].[Na+:24].[Na+:24].[Na+:24].[N+:25]([C:28]1[CH:29]=[C:30]([C:37]([NH:1][C:2]2[CH:3]=[C:4]3[C:9](=[CH:20][CH:21]=2)[C:8]([S:12]([O-:15])(=[O:14])=[O:13])=[CH:7][C:6]([S:16]([O-:19])(=[O:18])=[O:17])=[CH:5]3)=[O:38])[CH:31]=[C:32]([C:34]([NH:1][C:2]2[CH:3]=[C:4]3[C:9](=[CH:10][CH:11]=2)[C:8]([S:12]([O-:15])(=[O:14])=[O:13])=[CH:7][C:6]([S:16]([O-:19])(=[O:18])=[O:17])=[CH:5]3)=[O:35])[CH:33]=1)([O-:27])=[O:26] |f:1.2,5.6.7.8.9|. Procedure: An 18.18 g portion of 6-amino-1,3-naphthalenedisulfonic acid is suspended in 200 ml of water and the pH is adjusted to 7.0 giving a solution. A 5.6 g portion of sodium acetate is dissolved in this solution and 8.18 g of 5-nitro-1,3-benzenedicarbonyl dichloride is added. The mixture is stirred for one hour, filtered and the filtrate is treated with activated carbon. The filtrate is reduced to a low volume on a rotary evaporator producing crystals. The crystals are recrystallized from water giving...